This data is from the Open Reaction Database (ORD), a public repository of structured organic reaction records. The task is: describe an organic reaction: reactants, conditions, products, and yield Starting materials: IC1=C(C(=CC=C1)[N+](=O)[O-])C (2-iodo-6-nitrotoluene). Reagents/catalysts: [Cu] (copper bronze). Conditions: temperature 230 celsius. Product: CC1=C(C=CC=C1[N+](=O)[O-])C1=C(C(=CC=C1)[N+](=O)[O-])C (2,2'-dimethyl-3,3'-dinitrobiphenyl). Isolated yield 46.9%. As a reaction SMILES: I[C:2]1[CH:7]=[CH:6][CH:5]=[C:4]([N+:8]([O-:10])=[O:9])[C:3]=1[CH3:11]>[Cu]>[CH3:11][C:3]1[C:4]([N+:8]([O-:10])=[O:9])=[CH:5][CH:6]=[CH:7][C:2]=1[C:2]1[CH:7]=[CH:6][CH:5]=[C:4]([N+:8]([O-:10])=[O:9])[C:3]=1[CH3:11]. Procedure details: A 20 mL round bottomed flask equipped with a reflux column under argon was charged with 7.05 g of 2-iodo-6-nitrotoluene and 6.55 of copper bronze. The reaction mixture was heated in an oil bath at 230° C. for 9 hours. The mixture was extracted with methylene chloride and the extract filtered. The extract was stripped of solvent and chromatographed on silica gel using carbon tetrachloride as the eluent. In this way 1.71 g (65% yield) of yellowish crystals were obtained. Reactants: C#CC1=NOC2(CCN(c3nc(C)ccc3[N+](=O)[O-])CC2)C1, C1CCOC1, CCCCCC, CI, [Li]CCCC. Yields the product CC#CC1=NOC2(CCN(c3nc(C)ccc3[N+](=O)[O-])CC2)C1. Reaction SMILES: [C:1](#[CH:2])[C:3]1=[N:4][O:5][C:6]2([CH2:7]1)[CH2:8][CH2:9][N:10]([c:13]1[n:14][c:15]([CH3:22])[cH:16][cH:17][c:18]1[N+:19](=[O:20])[O-:21])[CH2:11][CH2:12]2.[CH2:36]1[O:37][CH2:38][CH2:39][CH2:40]1.[CH3:28][CH2:29][CH2:30][CH2:31][CH2:32][CH3:33].[CH3:34][I:35].[Li:23][CH2:24][CH2:25][CH2:26][CH3:27]>>[C:1](#[C:2][CH3:24])[C:3]1=[N:4][O:5][C:6]2([CH2:7]1)[CH2:8][CH2:9][N:10]([c:13]1[n:14][c:15]([CH3:22])[cH:16][cH:17][c:18]1[N+:19](=[O:20])[O-:21])[CH2:11][CH2:12]2. The reactants are COC1=C(C=CC(=C1)OC)C(=O)N=C=S (2,4-dimethoxy-1-benzenecarbonyl isothiocyanate), COC1=C(C=CC(=C1)OC)C(=O)Cl (2,4-dimethoxy-1-benzenecarbonyl chloride), ClC=1C=C(N)C=CC1OC1=CC=NC2=CC(=C(C=C12)OC)OC (3-Chloro-4-[(6,7-dimethoxy-4-quinolyl)oxy]aniline). Solvent: C(C)O (ethanol), C(C)O (ethanol), C1(=CC=CC=C1)C (toluene). Conditions: time 2 hour. The product is COC1=C(C=CC(=C1)OC)C(=O)N=C=S (2,4-Dimethoxy-1-benzenecarbonyl isothiocyanate), ClC=1C=C(C=CC1OC1=CC=NC2=CC(=C(C=C12)OC)OC)NC(=S)NC(C1=C(C=C(C=C1)OC)OC)=O (N-{3-Chloro-4-[(6,7-dimethoxy-4-quinolyl)oxy]phenyl}-N′-(2,4-dimethoxybenzoyl)thiourea). Yield: 63.0%. As a reaction SMILES: COC1C=C(OC)C=CC=1C(Cl)=O.[Cl:14][C:15]1[CH:16]=[C:17]([CH:19]=[CH:20][C:21]=1[O:22][C:23]1[C:32]2[C:27](=[CH:28][C:29]([O:35][CH3:36])=[C:30]([O:33][CH3:34])[CH:31]=2)[N:26]=[CH:25][CH:24]=1)[NH2:18].[CH3:37][O:38][C:39]1[CH:44]=[C:43]([O:45][CH3:46])[CH:42]=[CH:41][C:40]=1[C:47]([N:49]=[C:50]=[S:51])=[O:48]>C1(C)C=CC=CC=1.C(O)C>[CH3:37][O:38][C:39]1[CH:44]=[C:43]([O:45][CH3:46])[CH:42]=[CH:41][C:40]=1[C:47]([N:49]=[C:50]=[S:51])=[O:48].[Cl:14][C:15]1[CH:16]=[C:17]([NH:18][C:50]([NH:49][C:47](=[O:48])[C:40]2[CH:41]=[CH:42][C:43]([O:45][CH3:46])=[CH:44][C:39]=2[O:38][CH3:37])=[S:51])[CH:19]=[CH:20][C:21]=1[O:22][C:23]1[C:32]2[C:27](=[CH:28][C:29]([O:35][CH3:36])=[C:30]([O:33][CH3:34])[CH:31]=2)[N:26]=[CH:25][CH:24]=1. Procedure: 2,4-Dimethoxy-1-benzenecarbonyl isothiocyanate was prepared using commercially available 2,4-dimethoxy-1-benzenecarbonyl chloride (80 mg) as a starting compound according to the description of the literature. 3-Chloro-4-[(6,7-dimethoxy-4-quinolyl)oxy]aniline (50 mg) was dissolved in toluene (5 ml) and ethanol (1 ml) to prepare a solution. A solution of 2,4-dimethoxy-1-benzenecarbonyl isothiocyanate in ethanol (1 ml) was then added to the solution, and the mixture was stirred at room temperature ... The reactants are C1CCOC1, COC(=O)c1cc(OCc2ccccc2)cc(OC(C)CO[Si](C(C)C)(C(C)C)C(C)C)c1, [Li+], [OH-], O, O. Yields the product CC(CO[Si](C(C)C)(C(C)C)C(C)C)Oc1cc(OCc2ccccc2)cc(C(=O)O)c1. As a reaction SMILES: [CH2:38]1[O:39][CH2:40][CH2:41][CH2:42]1.[CH2:4]([c:5]1[cH:6][cH:7][cH:8][cH:9][cH:10]1)[O:11][c:12]1[cH:13][c:14]([C:15](=[O:16])[O:17][CH3:18])[cH:19][c:20]([O:22][CH:23]([CH2:24][O:25][Si:26]([CH:27]([CH3:28])[CH3:29])([CH:30]([CH3:31])[CH3:32])[CH:33]([CH3:34])[CH3:35])[CH3:36])[cH:21]1.[Li+:3].[OH-:2].[OH2:1].[OH2:37]>>[CH2:4]([c:5]1[cH:6][cH:7][cH:8][cH:9][cH:10]1)[O:11][c:12]1[cH:13][c:14]([C:15](=[O:16])[OH:17])[cH:19][c:20]([O:22][CH:23]([CH2:24][O:25][Si:26]([CH:27]([CH3:28])[CH3:29])([CH:30]([CH3:31])[CH3:32])[CH:33]([CH3:34])[CH3:35])[CH3:36])[cH:21]1. The reactants are CNC(=O)[C@@H]1N(CCC1)C1=CC=C(C=C1)NC(=N)N ((R)-1-(4-Guanidino-phenyl)-pyrrolidine-2-carboxylic acid methylamide), CN(/C=C/C(=O)C1=CN=C(N1C(C)C)C)C ((2E)-3-(dimethylamino)-1-(1-isopropyl-2-methyl-1H-imidazol-5-yl)prop-2-en-1-one). Run in COCCO (2-methoxyethanol). Run at temperature 200 celsius. Yields the product CNC(=O)[C@@H]1N(CCC1)C1=CC=C(C=C1)NC1=NC=CC(=N1)C=1N(C(=NC1)C)C(C)C ((R)-1-{4-[4-(3-Isopropyl-2-methyl-3H-imidazol-4-yl)-pyrimidin-2-ylamino]-phenyl}-pyrrolidine-2-carboxylic acid methylamide). The yield is 35.0%. RXN SMILES: [CH3:1][NH:2][C:3]([C@H:5]1[CH2:9][CH2:8][CH2:7][N:6]1[C:10]1[CH:15]=[CH:14][C:13]([NH:16][C:17]([NH2:19])=[NH:18])=[CH:12][CH:11]=1)=[O:4].CN(C)/[CH:22]=[CH:23]/[C:24]([C:26]1[N:30]([CH:31]([CH3:33])[CH3:32])[C:29]([CH3:34])=[N:28][CH:27]=1)=O>COCCO>[CH3:1][NH:2][C:3]([C@H:5]1[CH2:9][CH2:8][CH2:7][N:6]1[C:10]1[CH:15]=[CH:14][C:13]([NH:16][C:17]2[N:19]=[C:24]([C:26]3[N:30]([CH:31]([CH3:33])[CH3:32])[C:29]([CH3:34])=[N:28][CH:27]=3)[CH:23]=[CH:22][N:18]=2)=[CH:12][CH:11]=1)=[O:4]. Procedure: (R)-1-(4-Guanidino-phenyl)-pyrrolidine-2-carboxylic acid methylamide (Method 59; 0.27 g, 1.0 mmol) and of (2E)-3-(dimethylamino)-1-(1-isopropyl-2-methyl-1H-imidazol-5-yl)prop-2-en-1-one, (Method 24 of WO 03/076436; 0.15 g, 0.0.68 mmol) were added to 2-methoxyethanol (4 ml) and heated at 200° C. for 2 hours in the microwave. The solvent was removed in vacuo and the gum was carefully chromatographed eluting with DCM, 1% MeOH/DCM, 2% MeOH/DCM and finally 3% MeOH/DCM to yield a yellow solid (101 mg,... Reactants: O=C(n1ccnc1)n1ccnc1, CCOP(=O)(CC(=O)O)OCC, CCOC(C)=O, Cl, C1CCOC1, CCOC(=O)C1(C(=O)CNC(C)c2ccccc2)CC1. The product is CCOC(=O)C1(C(=O)CN(C(=O)CP(=O)(OCC)OCC)C(C)c2ccccc2)CC1. Reaction SMILES: [C:13]([n:14]1[cH:15][cH:16][n:17][cH:18]1)([n:19]1[cH:20][cH:21][n:22][cH:23]1)=[O:24].[CH2:1]([CH3:2])[O:3][P:4](=[O:5])([O:6][CH2:7][CH3:8])[CH2:9][C:10](=[O:11])[OH:12].[CH3:51][CH2:52][O:53][C:54](=[O:55])[CH3:56].[ClH:45].[O:46]1[CH2:47][CH2:48][CH2:49][CH2:50]1.[c:25]1([CH:31]([CH3:32])[NH:33][CH2:34][C:35](=[O:36])[C:37]2([C:40](=[O:41])[O:42][CH2:43][CH3:44])[CH2:38][CH2:39]2)[cH:26][cH:27][cH:28][cH:29][cH:30]1>>[CH2:1]([CH3:2])[O:3][P:4](=[O:5])([O:6][CH2:7][CH3:8])[CH2:9][C:10](=[O:12])[N:33]([CH:31]([c:25]1[cH:26][cH:27][cH:28][cH:29][cH:30]1)[CH3:32])[CH2:34][C:35](=[O:36])[C:37]1([C:40](=[O:41])[O:42][CH2:43][CH3:44])[CH2:38][CH2:39]1. Starting materials: C(C)N1N=CC=2C1=NC(=C(C2NC2CCOCC2)CNC(=O)C2=CC(=CC=C2)C(=O)NCC=2C=C(C=CC2OC)C2=CC(=CC=C2)C=O)CC (N-{[1,6-Diethyl-4-(tetrahydro-2H-pyran-4-ylamino)-1H-pyrazolo[3,4-b]pyridin-5-yl]methyl}-N′-{[3′-formyl-4-(methyloxy)-3-biphenylyl]methyl}-1,3-benzenedicarboxamide), N1(CCNCC1)C(=O)OC(C)(C)C (1,1-dimethylethyl 1-piperazinecarboxylate), C(C)(=O)O[BH-](OC(C)=O)OC(C)=O.[Na+] (sodium triacetoxyborohydride), CC(=O)O (AcOH). Run in C(Cl)Cl (DCM). Run at time 3 hour. Product: C(C)N1N=CC=2C1=NC(=C(C2NC2CCOCC2)CNC(=O)C2=CC(=CC=C2)C(=O)NCC=2C=C(C=CC2OC)C2=CC(=CC=C2)CN2CCNCC2)CC (N-{[1,6-Diethyl-4-(tetrahydro-2H-pyran-4-ylamino)-1H-pyrazolo[3,4-b]pyridin-5-yl]methyl}-N′-{[4-(methyloxy)-3′-(1-piperazinylmethyl)-3-biphenylyl]methyl}-1,3-benzenedicarboxamide). The yield is 63.1%. Reaction SMILES: [CH2:1]([N:3]1[C:7]2=[N:8][C:9]([CH2:49][CH3:50])=[C:10]([CH2:19][NH:20][C:21]([C:23]3[CH:28]=[CH:27][CH:26]=[C:25]([C:29]([NH:31][CH2:32][C:33]4[CH:34]=[C:35]([C:41]5[CH:46]=[CH:45][CH:44]=[C:43](C=O)[CH:42]=5)[CH:36]=[CH:37][C:38]=4[O:39][CH3:40])=[O:30])[CH:24]=3)=[O:22])[C:11]([NH:12][CH:13]3[CH2:18][CH2:17][O:16][CH2:15][CH2:14]3)=[C:6]2[CH:5]=[N:4]1)[CH3:2].[N:51]1([C:57](OC(C)(C)C)=O)[CH2:56][CH2:55][NH:54][CH2:53][CH2:52]1.C(O[BH-](OC(=O)C)OC(=O)C)(=O)C.[Na+].CC(O)=O>C(Cl)Cl>[CH2:1]([N:3]1[C:7]2=[N:8][C:9]([CH2:49][CH3:50])=[C:10]([CH2:19][NH:20][C:21]([C:23]3[CH:28]=[CH:27][CH:26]=[C:25]([C:29]([NH:31][CH2:32][C:33]4[CH:34]=[C:35]([C:41]5[CH:46]=[CH:45][CH:44]=[C:43]([CH2:57][N:51]6[CH2:52][CH2:53][NH:54][CH2:55][CH2:56]6)[CH:42]=5)[CH:36]=[CH:37][C:38]=4[O:39][CH3:40])=[O:30])[CH:24]=3)=[O:22])[C:11]([NH:12][CH:13]3[CH2:18][CH2:17][O:16][CH2:15][CH2:14]3)=[C:6]2[CH:5]=[N:4]1)[CH3:2] |f:2.3|. Procedure: N-{[1,6-Diethyl-4-(tetrahydro-2H-pyran-4-ylamino)-1H-pyrazolo[3,4-b]pyridin-5-yl]methyl}-N′-{[3′-formyl-4-(methyloxy)-3-biphenylyl]methyl}-1,3-benzenedicarboxamide (54 mg, 0.00008 mol) in DCM with 1,1-dimethylethyl 1-piperazinecarboxylate (23.3 mg, 0.00012 mol) and sodium triacetoxyborohydride (34 mg., 0.00016 mol) and AcOH (6 μL) were agitated overnight on a shaker. LC-MS was used to monitor the reaction. The reaction was quenched with sat. aq. NaHCO3, then extracted with DCM (2×). Combined org... Starting materials: C(=O)(O)[O-].[Na+] (NaHCO3), [OH-].[Na+] (NaOH), ClC1=CC=C(C=C1)C(O)(C=1C=C2C(=CC=NC2=CC1)\C=C\C1=CC=CC=C1)C1=CC=C(C=C1)Cl ((E)-bis(4-chlorophenyl)(4-styrylquinolin-6-yl)methanol), C(C)[SiH](CC)CC (triethylsilane). The reagents and catalysts are [Cl-].[Ti+4].[Cl-].[Cl-].[Cl-] (titanium chloride). Solvent: C(Cl)Cl (CH2Cl2), C(Cl)Cl (CH2Cl2). Conditions: temperature 0 celsius. Yields the product ClC1=CC=C(C=C1)C(C=1C=C2C(=CC=NC2=CC1)\C=C\C1=CC=CC=C1)C1=CC=C(C=C1)Cl ((E)-6-(bis(4-chlorophenyl)methyl)-4-styrylquinoline). As a reaction SMILES: [Cl:1][C:2]1[CH:7]=[CH:6][C:5]([C:8]([C:28]2[CH:33]=[CH:32][C:31]([Cl:34])=[CH:30][CH:29]=2)([C:10]2[CH:11]=[C:12]3[C:17](=[CH:18][CH:19]=2)[N:16]=[CH:15][CH:14]=[C:13]3/[CH:20]=[CH:21]/[C:22]2[CH:27]=[CH:26][CH:25]=[CH:24][CH:23]=2)O)=[CH:4][CH:3]=1.C([SiH](CC)CC)C.C([O-])(O)=O.[Na+].[OH-].[Na+]>C(Cl)Cl.[Cl-].[Ti+4].[Cl-].[Cl-].[Cl-]>[Cl:1][C:2]1[CH:7]=[CH:6][C:5]([CH:8]([C:28]2[CH:29]=[CH:30][C:31]([Cl:34])=[CH:32][CH:33]=2)[C:10]2[CH:11]=[C:12]3[C:17](=[CH:18][CH:19]=2)[N:16]=[CH:15][CH:14]=[C:13]3/[CH:20]=[CH:21]/[C:22]2[CH:27]=[CH:26][CH:25]=[CH:24][CH:23]=2)=[CH:4][CH:3]=1 |f:2.3,4.5,7.8.9.10.11|. Procedure details: To a suspension of (E)-bis(4-chlorophenyl)(4-styrylquinolin-6-yl)methanol (18 mg, 0.0373 mmol) and triethylsilane (0.0238 mL, 0.149 mmol) in CH2Cl2 (1 mL) at −78° C. was dropwise added titanium chloride (0.0102 mL, 0.0933 mmol). The resulting mixture was warmed to 0° C. for 20 min. To the reaction was slowly added aq. NaHCO3, ice at 0° C. and CH2Cl2. 1N NaOH was added until the aqueous solution was basic. The aqueous layer was extracted with CH2Cl2 twice. The organics were concentrated and purif... Reactants: COC(=O)CBr, CC(C)=O, O=Cc1cc(Cl)ccc1O, [K+], [K+], O=C([O-])[O-]. Yields the product COC(=O)COc1ccc(Cl)cc1C=O. As a reaction SMILES: [CH3:11][O:12][C:13]([CH2:14][Br:15])=[O:16].[CH3:23][C:24](=[O:25])[CH3:26].[Cl:1][c:2]1[cH:3][cH:4][c:5]([OH:10])[c:6]([CH:7]=[O:8])[cH:9]1.[K+:17].[K+:18].[O-:19][C:20]([O-:21])=[O:22]>>[Cl:1][c:2]1[cH:3][cH:4][c:5]([O:10][CH2:14][C:13]([O:12][CH3:11])=[O:16])[c:6]([CH:7]=[O:8])[cH:9]1.